describe an organic reaction: reactants, conditions, products, and yield From a dataset of the Open Reaction Database (ORD), a public repository of structured organic reaction records. The product is COc1ccc2c(ccn2S(=O)(=O)c2cc3cc(C)ccc3s2)c1CN(C)C. Starting materials: COc1ccc2[nH]ccc2c1CN(C)C, Cc1ccc2sc(S(=O)(=O)Cl)cc2c1, CN(C)C=O. As a reaction SMILES: [CH3:1][O:2][c:3]1[c:4]([CH2:12][N:13]([CH3:14])[CH3:15])[c:5]2[cH:6][cH:7][nH:8][c:9]2[cH:10][cH:11]1.[CH3:21][c:22]1[cH:23][cH:24][c:25]2[c:26]([cH:27][c:28]([S:30](=[O:31])(=[O:32])[Cl:33])[s:29]2)[cH:34]1.[O:16]=[CH:17][N:18]([CH3:19])[CH3:20]>>[CH3:1][O:2][c:3]1[c:4]([CH2:12][N:13]([CH3:14])[CH3:15])[c:5]2[cH:6][cH:7][n:8]([S:30]([c:28]3[cH:27][c:26]4[c:25]([cH:24][cH:23][c:22]([CH3:21])[cH:34]4)[s:29]3)(=[O:31])=[O:32])[c:9]2[cH:10][cH:11]1. Reactants: ClC=1C(=C2C(=NC1)N(C(=C2)I)S(=O)(=O)C2=CC=C(C)C=C2)C2=CN=C(S2)C2(COC2)OCC2=CC=C(C=C2)OC (5-(5-chloro-2-iodo-1-tosyl-1H-pyrrolo[2,3-b]pyridin-4-yl)-2-(3-(4-methoxybenzyloxy)oxetan-3-yl)thiazole), CC1(OB(OC1(C)C)C1=CC=C(CN2CCOCC2)C=C1)C (4-(4-(4,4,5,5-tetramethyl-1,3,2-dioxaborolan-2-yl)benzyl)morpholine), C([O-])(O)=O (bicarbonate). Reagents/catalysts: Cl[Pd]([P](C1=CC=CC=C1)(C2=CC=CC=C2)C3=CC=CC=C3)([P](C4=CC=CC=C4)(C5=CC=CC=C5)C6=CC=CC=C6)Cl (bis(triphenylphosphine)palladium dichloride). The solvent is CN(C=O)C (N,N-dimethylformamide). Conditions: temperature 70 celsius. The product is ClC=1C(=C2C(=NC1)N(C(=C2)C2=CC=C(CN1CCOCC1)C=C2)S(=O)(=O)C2=CC=C(C)C=C2)C2=CN=C(S2)C2(COC2)OCC2=CC=C(C=C2)OC (4-(4-(5-chloro-4-(2-(3-(4-methoxybenzyloxy)oxetan-3-yl)thiazol-5-yl)-1-tosyl-1H-pyrrolo[2,3-b]pyridin-2-yl)benzyl)morpholine). RXN SMILES: [Cl:1][C:2]1[C:3]([C:22]2[S:26][C:25]([C:27]3([O:31][CH2:32][C:33]4[CH:38]=[CH:37][C:36]([O:39][CH3:40])=[CH:35][CH:34]=4)[CH2:30][O:29][CH2:28]3)=[N:24][CH:23]=2)=[C:4]2[CH:10]=[C:9](I)[N:8]([S:12]([C:15]3[CH:21]=[CH:20][C:18]([CH3:19])=[CH:17][CH:16]=3)(=[O:14])=[O:13])[C:5]2=[N:6][CH:7]=1.CC1(C)C(C)(C)OB([C:49]2[CH:61]=[CH:60][C:52]([CH2:53][N:54]3[CH2:59][CH2:58][O:57][CH2:56][CH2:55]3)=[CH:51][CH:50]=2)O1.C(=O)(O)[O-]>CN(C)C=O.Cl[Pd](Cl)([P](C1C=CC=CC=1)(C1C=CC=CC=1)C1C=CC=CC=1)[P](C1C=CC=CC=1)(C1C=CC=CC=1)C1C=CC=CC=1>[Cl:1][C:2]1[C:3]([C:22]2[S:26][C:25]([C:27]3([O:31][CH2:32][C:33]4[CH:38]=[CH:37][C:36]([O:39][CH3:40])=[CH:35][CH:34]=4)[CH2:30][O:29][CH2:28]3)=[N:24][CH:23]=2)=[C:4]2[CH:10]=[C:9]([C:49]3[CH:61]=[CH:60][C:52]([CH2:53][N:54]4[CH2:59][CH2:58][O:57][CH2:56][CH2:55]4)=[CH:51][CH:50]=3)[N:8]([S:12]([C:15]3[CH:21]=[CH:20][C:18]([CH3:19])=[CH:17][CH:16]=3)(=[O:14])=[O:13])[C:5]2=[N:6][CH:7]=1 |^1:74,93|. Reported procedure: To a stirred ambient solution of 5-(5-chloro-2-iodo-1-tosyl-1H-pyrrolo[2,3-b]pyridin-4-yl)-2-(3-(4-methoxybenzyloxy)oxetan-3-yl)thiazole (Example 11G) (200 mg, 0.282 mmol) and 4-(4-(4,4,5,5-tetramethyl-1,3,2-dioxaborolan-2-yl)benzyl)morpholine (120 mg, 0.395 mmol) in N,N-dimethylformamide (2.65 mL) was added saturated aqueous bicarbonate solution (0.883 mL) followed by bis(triphenylphosphine)palladium dichloride (13.88 mg, 0.020 mmol). The mixture was heated to 70° C. for 4 hours and was then qu... Reactants: CC1c2c(ccc3[nH]ccc23)OCCN1C(=O)OC(C)(C)C, Cc1cc(S(=O)(=O)Cl)c(C)s1, [H-], [Na+], CN(C)C=O. Product: Cc1cc(S(=O)(=O)n2ccc3c4c(ccc32)OCCN(C(=O)OC(C)(C)C)C4C)c(C)s1. RXN SMILES: [CH3:1][CH:2]1[N:3]([C:16](=[O:17])[O:18][C:19]([CH3:20])([CH3:21])[CH3:22])[CH2:4][CH2:5][O:6][c:7]2[c:8]1[c:9]1[cH:10][cH:11][nH:12][c:13]1[cH:14][cH:15]2.[CH3:25][c:26]1[s:27][c:28]([CH3:35])[cH:29][c:30]1[S:31](=[O:32])(=[O:33])[Cl:34].[H-:23].[Na+:24].[O:36]=[CH:37][N:38]([CH3:39])[CH3:40]>>[CH3:1][CH:2]1[N:3]([C:16](=[O:17])[O:18][C:19]([CH3:20])([CH3:21])[CH3:22])[CH2:4][CH2:5][O:6][c:7]2[c:8]1[c:9]1[cH:10][cH:11][n:12]([S:31]([c:30]3[c:26]([CH3:25])[s:27][c:28]([CH3:35])[cH:29]3)(=[O:32])=[O:33])[c:13]1[cH:14][cH:15]2.